Dataset: the Open Reaction Database (ORD), a public repository of structured organic reaction records. Task: describe an organic reaction: reactants, conditions, products, and yield Starting materials: O=C([O-])[O-], COc1ccc(-c2nc(C(N)=O)c[nH]2)cc1, [Na+], [Na+], O=P(Cl)(Cl)Cl. Yields the product COc1ccc(-c2nc(C#N)c[nH]2)cc1. Reaction SMILES: [C:17](=[O:18])([O-:19])[O-:20].[C:1]([NH2:2])(=[O:3])[c:4]1[n:5][c:6](-[c:9]2[cH:10][cH:11][c:12]([O:15][CH3:16])[cH:13][cH:14]2)[nH:7][cH:8]1.[Na+:21].[Na+:22].[P:23]([Cl:24])([Cl:25])([Cl:26])=[O:27]>>[C:1](#[N:2])[c:4]1[n:5][c:6](-[c:9]2[cH:10][cH:11][c:12]([O:15][CH3:16])[cH:13][cH:14]2)[nH:7][cH:8]1.